This data is from the Open Reaction Database (ORD), a public repository of structured organic reaction records. The task is: describe an organic reaction: reactants, conditions, products, and yield The reactants are COCCOCCOCCOCCOC (tetraglyme), [Cl-].[In+3].[Cl-].[Cl-] (indium (III) chloride), C(C)[Mg]I (ethyl magnesium iodide), C(C)OCC (diethyl ether). Yields the product C(C)[In](CC)CC (TEI), COCCOCCOCCOCCOC (tetraglyme). RXN SMILES: [Cl-].[In+3:2].[Cl-].[Cl-].[CH2:5]([Mg]I)[CH3:6].[CH3:9][O:10][CH2:11][CH2:12][O:13][CH2:14][CH2:15][O:16][CH2:17][CH2:18][O:19][CH2:20][CH2:21][O:22][CH3:23].C(O[CH2:27][CH3:28])C>>[CH2:27]([In:2]([CH2:5][CH3:6])[CH2:20][CH3:21])[CH3:28].[CH3:23][O:22][CH2:21][CH2:20][O:19][CH2:18][CH2:17][O:16][CH2:15][CH2:14][O:13][CH2:12][CH2:11][O:10][CH3:9] |f:0.1.2.3|. Procedure: By a procedure substantially similar to that of Example 3, an adduct of triethyl indium (TEI) and diethyl ether was prepared from indium (III) chloride and ethyl magnesium iodide. To this adduct sufficient tetraglyme was added to give a molar ratio of TEI to tetraglyme was 3:1. Diethyl ether was removed in vacuo at a bottom temperature of 74° C. Subsequently, pure TEI was obtained via dissociation of the adduct at 74°-115° C. and a pressure of <1 mbar. The TEI thereby obtained was subsequently s... Procedure: A solution of methyl 3-methylthiophene-2-carboxylate (20 g, 103 mmol, 1.0 eq) and sodium hydroxide (12.3 g, 307 mmol, 3 eq) in acetic acid (75 mL) was heated to 60° C. Bromine (46.9 g, 294 mmol, 2.85 eq) was added drop wise at such a rate so as to maintain the temperature of the reaction mixture at <85° C. The resulting mixture was stirred at 85° C. for 6 h. The solution was then allowed to cool to 50° C. and zinc dust (15.4 g, 236 mmol, 2.3 eq) was added in 3 gram portions to the reaction such ... As a reaction SMILES: [CH3:1][C:2]1[CH:6]=[CH:5][S:4][C:3]=1[C:7]([O:9][CH3:10])=[O:8].[OH-].[Na+].[Br:13]Br>C(O)(=O)C.[Zn]>[Br:13][C:6]1[C:2]([CH3:1])=[C:3]([C:7]([O:9][CH3:10])=[O:8])[S:4][CH:5]=1 |f:1.2|. The reactants are CC1=C(SC=C1)C(=O)OC (methyl 3-methylthiophene-2-carboxylate), [OH-].[Na+] (sodium hydroxide), BrBr (Bromine). Reaction conditions: temperature 85 celsius, time 6 hour. The reagents and catalysts are [Zn] (zinc). Yields the product BrC=1C(=C(SC1)C(=O)OC)C (Methyl 4-bromo-3-methylthiophene-2-carboxylate). The solvent is C(C)(=O)O (acetic acid). The reactants are NC(=O)c1cc(OCCN(Cc2ccccc2)CC(O)c2ccccc2)ccc1O, CCO, CO. Product: NC(=O)c1cc(OCCNCC(O)c2ccccc2)ccc1O. Reaction SMILES: [CH2:1]([c:2]1[cH:3][cH:4][cH:5][cH:6][cH:7]1)[N:8]([CH2:9][CH2:10][O:11][c:12]1[cH:13][c:14]([C:19]([NH2:20])=[O:21])[c:15]([OH:18])[cH:16][cH:17]1)[CH2:22][CH:23]([c:24]1[cH:25][cH:26][cH:27][cH:28][cH:29]1)[OH:30].[CH3:31][CH2:32][OH:33].[CH3:34][OH:35]>>[NH:8]([CH2:9][CH2:10][O:11][c:12]1[cH:13][c:14]([C:19]([NH2:20])=[O:21])[c:15]([OH:18])[cH:16][cH:17]1)[CH2:22][CH:23]([c:24]1[cH:25][cH:26][cH:27][cH:28][cH:29]1)[OH:30]. The reactants are [C-]#N, C1COCCO1, COc1cc(C(=O)OC(C)C)c(C(=O)c2ccccc2Br)cc1OCc1ccccc1, CC[N+](CC)(CC)CC, N#C[Cu], O=C(C=Cc1ccccc1)C=Cc1ccccc1, O=C(C=Cc1ccccc1)C=Cc1ccccc1, O=C(C=Cc1ccccc1)C=Cc1ccccc1, [Pd], [Pd]. Yields the product COc1cc(C(=O)OC(C)C)c(C(=O)c2ccccc2C#N)cc1OCc1ccccc1. Reaction SMILES: [C-:35]#[N:36].[CH2:102]1[O:103][CH2:104][CH2:105][O:106][CH2:107]1.[CH2:1]([c:2]1[cH:3][cH:4][cH:5][cH:6][cH:7]1)[O:8][c:9]1[cH:10][c:11]([C:23]([c:24]2[c:25]([Br:30])[cH:26][cH:27][cH:28][cH:29]2)=[O:31])[c:12]([C:13](=[O:14])[O:15][CH:16]([CH3:17])[CH3:18])[cH:19][c:20]1[O:21][CH3:22].[CH2:37]([N+:38]([CH2:39][CH3:40])([CH2:41][CH3:42])[CH2:43][CH3:44])[CH3:45].[Cu:32][C:33]#[N:34].[O:48]=[C:49]([CH:50]=[CH:51][c:52]1[cH:53][cH:54][cH:55][cH:56][cH:57]1)[CH:58]=[CH:59][c:60]1[cH:61][cH:62][cH:63][cH:64][cH:65]1.[O:66]=[C:67]([CH:68]=[CH:69][c:70]1[cH:71][cH:72][cH:73][cH:74][cH:75]1)[CH:76]=[CH:77][c:78]1[cH:79][cH:80][cH:81][cH:82][cH:83]1.[O:84]=[C:85]([CH:86]=[CH:87][c:88]1[cH:89][cH:90][cH:91][cH:92][cH:93]1)[CH:94]=[CH:95][c:96]1[cH:97][cH:98][cH:99][cH:100][cH:101]1.[Pd:46].[Pd:47]>>[CH2:1]([c:2]1[cH:3][cH:4][cH:5][cH:6][cH:7]1)[O:8][c:9]1[cH:10][c:11]([C:23]([c:24]2[c:25]([C:33]#[N:34])[cH:26][cH:27][cH:28][cH:29]2)=[O:31])[c:12]([C:13](=[O:14])[O:15][CH:16]([CH3:17])[CH3:18])[cH:19][c:20]1[O:21][CH3:22]. The reactants are Cl.C1(CCCCC1)CN1C=C(C2=CC=CC(=C12)OC)C(=O)N1CC(NC(C1)C)C (1-{[1-(Cyclohexylmethyl)-7-methoxy-1H-indol-3-yl]carbonyl}-3,5-dimethylpiperazine, hydrochloride salt), ICC (iodoethane). The product is Cl.C1(CCCC1)CN1C=C(C2=CC=CC(=C12)OC)C(=O)N1C[C@H](N(CC1)CC)C ((R)-1-{[1-(Cyclopentylmethyl)-7-methoxy-1H-indol-3-yl]carbonyl}-4-ethyl-3-methylpiperazine, hydrochloride salt). RXN SMILES: [ClH:1].[CH:2]1([CH2:8][N:9]2[C:17]3[C:12](=[CH:13][CH:14]=[CH:15][C:16]=3[O:18][CH3:19])[C:11]([C:20]([N:22]3[CH2:27][CH:26](C)[NH:25][CH:24]([CH3:29])[CH2:23]3)=[O:21])=[CH:10]2)C[CH2:6][CH2:5][CH2:4][CH2:3]1.I[CH2:31][CH3:32]>>[ClH:1].[CH:2]1([CH2:8][N:9]2[C:17]3[C:12](=[CH:13][CH:14]=[CH:15][C:16]=3[O:18][CH3:19])[C:11]([C:20]([N:22]3[CH2:27][CH2:26][N:25]([CH2:24][CH3:29])[C@H:31]([CH3:32])[CH2:23]3)=[O:21])=[CH:10]2)[CH2:3][CH2:4][CH2:5][CH2:6]1 |f:0.1,3.4|. Procedure: (R)-1-{[1-(Cyclopentylmethyl)-7-methoxy-1H-indol-3-yl]carbonyl}-4-ethyl-3-methylpiperazine, hydrochloride salt was prepared using (R)-1-{[1-(cyclopentylmethyl)-7-methoxy-1H-indol-3-yl]carbonyl}-3-methylpiperazine (prepared as detailed in example 12) and iodoethane. 1H NMR (400 MHz, CD3OD) δH 1.24-1.42 (8H, m), 1.51-1.73 (6H, m), 2.43 (1H, heptet, J 7.6), 3.12-3.23 (2H, m), 3.47-3.71 (5H, br m), 3.95 (3H, s), 4.38 (2H, d, J 6.9), 4.51 (2H, br s), 6.77 (1H, d, J 8.2), 7.10 (1H, t, J 7.7), 7.26 (1H...